Dataset: the Open Reaction Database (ORD), a public repository of structured organic reaction records. Task: describe an organic reaction: reactants, conditions, products, and yield Reactants: CNC(C1=CC=C(C=C1)Cl)=O (N-Methyl 4-chlorobenzamide), S(=O)(Cl)Cl (thionyl chloride). Yields the product CN=C(C1=CC=C(C=C1)Cl)Cl (N-Methyl 4-Chlorobenzimidoyl Chloride). Isolated yield 83.3%. RXN SMILES: [CH3:1][NH:2][C:3](=O)[C:4]1[CH:9]=[CH:8][C:7]([Cl:10])=[CH:6][CH:5]=1.S(Cl)([Cl:14])=O>>[CH3:1][N:2]=[C:3]([Cl:14])[C:4]1[CH:9]=[CH:8][C:7]([Cl:10])=[CH:6][CH:5]=1. Procedure: N-Methyl 4-chlorobenzamide (42.6 g, 251 mmole) and thionyl chloride (153.3 g, 1.28 mole) were reacted as in Example I to yield 39.3 g (83.4%) of the title compound, b.p. 125° C. (15 mm Hg). The reactants are ClC=1SC=C2C1N(C1=C(NC2=O)C=CC=C1)C(=O)C1=CCN(CC1)C (3-chloro-4,9-dihydro-4-[(1-methyl-1,2,5,6-tetrahydro-4-pyridinyl)carbonyl]-10H-thieno[3,4-b][1,5]benzodiazepin-10-one), ClC=1SC=C2C1NC1=C(NC2=O)C=CC=C1 (3-chloro-4,9-dihydro-10H-thieno[3,4-b][1,5]benzodiazepin-10-one), Cl.C(C1=CC=NC=C1)(=O)Cl (isonicotinic acid chloride hydrochloride), ClC=1SC=C2C1N(C1=C(NC2=O)C=CC=C1)C(=O)C1=CC=NC=C1 (3-chloro-4,9-dihydro-4-[(4-pyridinyl)carbonyl]-10H-thieno[3,4-b][1,5]benzodiazepin-10-one), ClC=1SC=C2C1N(C1=C(NC2=O)C=CC=C1)C(=O)C1=CC=NC=C1 (3-chloro-4,9-dihydro-4-[(4-pyridinyl)carbonyl]-10H-thieno[3,4-b][1,5]benzodiazepin-10-one). Product: CN1CC=C(CC1)C(=O)N1C=2C(C(NC3=C1C=CC=C3)=O)=CSC2 (4,9-Dihydro-4-[(1-methyl-1,2,5,6-tetrahydro-4-pyridinyl)carbonyl]-10H-thieno[3,4-b][1,5]benzodiazepin-10-one). As a reaction SMILES: Cl[C:2]1[S:3][CH:4]=[C:5]2[C:11](=[O:12])[NH:10][C:9]3[CH:13]=[CH:14][CH:15]=[CH:16][C:8]=3[N:7]([C:17]([C:19]3[CH2:24][CH2:23][N:22]([CH3:25])[CH2:21][CH:20]=3)=[O:18])[C:6]=12.ClC1SC=C2C(=O)NC3C=CC=CC=3NC=12.Cl.C(Cl)(=O)C1C=CN=CC=1.ClC1SC=C2C(=O)NC3C=CC=CC=3N(C(C3C=CN=CC=3)=O)C=12>>[CH3:25][N:22]1[CH2:23][CH2:24][C:19]([C:17]([N:7]2[C:8]3[CH:16]=[CH:15][CH:14]=[CH:13][C:9]=3[NH:10][C:11](=[O:12])[C:5]3=[CH:4][S:3][CH:2]=[C:6]23)=[O:18])=[CH:20][CH2:21]1 |f:2.3|. Reported procedure: 3-chloro-4,9-dihydro-4-[(1-methyl-1,2,5,6-tetrahydro-4-pyridinyl)carbonyl]-10H-thieno[3,4-b][1,5]benzodiazepin-10-one, prepared from 3-chloro-4,9-dihydro-10H-thieno[3,4-b][1,5]benzodiazepin-10-one and isonicotinic acid chloride hydrochloride via 3-chloro-4,9-dihydro-4-[(4-pyridinyl)carbonyl]-10H-thieno[3,4-b][1,5]benzodiazepin-10-one and 3-chloro-4,9-dihydro-4-[(4-pyridinyl)carbonyl]-10H-thieno[3,4-b][1,5]benzodiazepin-10-one methoiodide. The reactants are OO (H2O2), C1(CC1)C1=CC(=NN1C(C)=O)NC1=NC(=NC=C1B1OC(C(O1)(C)C)(C)C)C1=CC=CC=C1 (1-(5-cyclopropyl-3-(2-phenyl-5-(4,4,5,5-tetramethyl-1,3,2-dioxaborolan-2-yl)pyrimidin-4-ylamino)-1H-pyrazol-1-yl)ethanone), O (water). Run in C1CCOC1 (THF). Reaction conditions: time 1 hour. The product is C1(CC1)C1=CC(=NN1)NC1=NC(=NC=C1O)C1=CC=CC=C1 (4-(5-cyclopropyl-1H-pyrazol-3-ylamino)-2-phenylpyrimidin-5-ol). Isolated yield 8.0%. Reaction SMILES: [OH:1]O.[CH:3]1([C:6]2[N:10](C(=O)C)[N:9]=[C:8]([NH:14][C:15]3[C:20](B4OC(C)(C)C(C)(C)O4)=[CH:19][N:18]=[C:17]([C:30]4[CH:35]=[CH:34][CH:33]=[CH:32][CH:31]=4)[N:16]=3)[CH:7]=2)[CH2:5][CH2:4]1.O>C1COCC1>[CH:3]1([C:6]2[NH:10][N:9]=[C:8]([NH:14][C:15]3[C:20]([OH:1])=[CH:19][N:18]=[C:17]([C:30]4[CH:35]=[CH:34][CH:33]=[CH:32][CH:31]=4)[N:16]=3)[CH:7]=2)[CH2:5][CH2:4]1. Procedure details: 30% H2O2 (10 mL) was added to the solution of 1-(5-cyclopropyl-3-(2-phenyl-5-(4,4,5,5-tetramethyl-1,3,2-dioxaborolan-2-yl)pyrimidin-4-ylamino)-1H-pyrazol-1-yl)ethanone (200 mg, 0.45 mmol, 1.0 eq) in THF (5 mL) at 0° C. The mixture was stirred for 1 h and water was added. The solid was collected and dissolved in methanol (8 mL). To the solution was added 5 N NaOH (4 mL). The mixture was stirred for 2 h at room temperature and concentrated. To the residue was added ethanol and EtOAc. The emerged s... Starting materials: CC(C)(C)OC(=O)N1Cc2ccccc2CC1C(=O)O, CCN=C=NCCCCN(C)C, ClCCl, NCC(=O)c1ccccc1, On1nnc2ccccc21. The product is CC(C)(C)OC(=O)N1Cc2ccccc2CC1C(=O)NCC(=O)c1ccccc1. RXN SMILES: [C:1]([CH3:2])([CH3:3])([CH3:4])[O:5][C:6](=[O:7])[N:8]1[CH2:9][c:10]2[cH:11][cH:12][cH:13][cH:14][c:15]2[CH2:16][CH:17]1[C:18](=[O:19])[OH:20].[CH3:41][N:42]([CH3:43])[CH2:44][CH2:45][CH2:46][CH2:47][N:48]=[C:49]=[N:50][CH2:51][CH3:52].[Cl:53][CH2:54][Cl:55].[NH2:21][CH2:22][C:23](=[O:24])[c:25]1[cH:26][cH:27][cH:28][cH:29][cH:30]1.[OH:31][n:32]1[c:33]2[c:34]([cH:35][cH:36][cH:37][cH:38]2)[n:39][n:40]1>>[C:1]([CH3:2])([CH3:3])([CH3:4])[O:5][C:6](=[O:7])[N:8]1[CH2:9][c:10]2[cH:11][cH:12][cH:13][cH:14][c:15]2[CH2:16][CH:17]1[C:18](=[O:19])[NH:21][CH2:22][C:23](=[O:24])[c:25]1[cH:26][cH:27][cH:28][cH:29][cH:30]1.